From a dataset of the Open Reaction Database (ORD), a public repository of structured organic reaction records. describe an organic reaction: reactants, conditions, products, and yield The reactants are C[O-], CO, COCCNc1nc(N)c2nc(Br)n(Cc3ccccc3)c2n1, [Na+]. The product is COCCNc1nc(N)c2nc(OC)n(Cc3ccccc3)c2n1. As a reaction SMILES: [CH3:24][O-:25].[CH3:27][OH:28].[NH2:1][c:2]1[c:3]2[n:4][c:5]([Br:23])[n:6]([CH2:16][c:17]3[cH:18][cH:19][cH:20][cH:21][cH:22]3)[c:7]2[n:8][c:9]([NH:11][CH2:12][CH2:13][O:14][CH3:15])[n:10]1.[Na+:26]>>[NH2:1][c:2]1[c:3]2[n:4][c:5]([O:25][CH3:24])[n:6]([CH2:16][c:17]3[cH:18][cH:19][cH:20][cH:21][cH:22]3)[c:7]2[n:8][c:9]([NH:11][CH2:12][CH2:13][O:14][CH3:15])[n:10]1. Starting materials: C[O-].[Na+] (sodium methoxide), FC1=C(C(=CC=C1)[C@@H](C[N+](=O)[O-])CCC=C)F ((S)-1,2-difluoro-3-(1-nitrohex-5-en-2-yl)-benzene), S(O)(O)(=O)=O (sulfuric acid). Solvent: C(C)(=O)OCC (ethyl acetate), [Cl-].[NH4+] (ammonium chloride), CO (methanol), CO (methanol). Reaction conditions: temperature 0 celsius, time 30 minute. The product is FC1=C(C=CC=C1F)[C@@H](C=O)CCC=C ((S)-2-(2,3-Difluorophenyl)hex-5-enal). Isolated yield 138.3%. As a reaction SMILES: [F:1][C:2]1[CH:7]=[CH:6][CH:5]=[C:4]([C@H:8]([CH2:13][CH2:14][CH:15]=[CH2:16])[CH2:9][N+]([O-])=O)[C:3]=1[F:17].C[O-].[Na+].S(=O)(=O)(O)[OH:22]>CO.C(OCC)(=O)C.[Cl-].[NH4+]>[F:17][C:3]1[C:2]([F:1])=[CH:7][CH:6]=[CH:5][C:4]=1[C@H:8]([CH2:13][CH2:14][CH:15]=[CH2:16])[CH:9]=[O:22] |f:1.2,6.7|. Procedure details: In a 250 mL round-bottomed flask was dissolved (S)-1,2-difluoro-3-(1-nitrohex-5-en-2-yl)-benzene (4.14 g, 17.2 mmol) in methanol (21 mL) under nitrogen. After cooling to 0° C., sodium methoxide (4.12 mL, 18.0 mmol) was added via syringe. After stirring at 0° C. for 30 min, the temperature was lowered to −60° C. Conc. sulfuric acid (2.93 mL, 54.9 mmol) in 21 mL methanol was added dropwise. The resulting milky mixture was stirred at −60 to −20° C. for 4 h. It was diluted with ethyl acetate and sat... Reactants: C1CCOC1, CCc1ccc(-c2ccc(-c3ccc[se]3)c(F)c2F)cc1, [Li]CCCC, O=CN1CCOCC1, ClCCl, Cl. Yields the product CCc1ccc(-c2ccc(-c3ccc(C=O)[se]3)c(F)c2F)cc1. RXN SMILES: [CH2:35]1[O:36][CH2:37][CH2:38][CH2:39]1.[CH2:6]([CH3:7])[c:8]1[cH:9][cH:10][c:11](-[c:14]2[c:15]([F:26])[c:16]([F:25])[c:17](-[c:20]3[se:21][cH:22][cH:23][cH:24]3)[cH:18][cH:19]2)[cH:12][cH:13]1.[CH3:1][CH2:2][CH2:3][CH2:4][Li:5].[CH:27](=[O:28])[N:29]1[CH2:30][CH2:31][O:32][CH2:33][CH2:34]1.[Cl:40][CH2:41][Cl:42].[ClH:43]>>[CH2:6]([CH3:7])[c:8]1[cH:9][cH:10][c:11](-[c:14]2[c:15]([F:26])[c:16]([F:25])[c:17](-[c:20]3[se:21][c:22]([CH:27]=[O:28])[cH:23][cH:24]3)[cH:18][cH:19]2)[cH:12][cH:13]1. The reactants are C(C1=CC=CC=C1)N1C(C(=CC(=C1)Cl)Br)=O (1-benzyl-3-bromo-5-chloro-2-pyridone), COC([C@@H](NC(=O)OC(C)(C)C)CC1=CC=C(C=C1)[Sn](CCCC)(CCCC)CCCC)=O (N-[(1,1-dimethylethoxy)carbonyl]-4-[(tributyl)stannyl]-L-phenylalanine methyl ester). Reagents/catalysts: catalyst, Cl[Pd]([P](C1=CC=CC=C1)(C2=CC=CC=C2)C3=CC=CC=C3)([P](C4=CC=CC=C4)(C5=CC=CC=C5)C6=CC=CC=C6)Cl (Bis(triphenylphosphine)palladium dichloride). Run in CN(C)C=O (DMF), ClCCl (dichloromethane). Run at temperature 90 celsius, time 2 hour. Product: COC([C@@H](NC(=O)OC(C)(C)C)CC1=CC=C(C=C1)C=1C(N(C=C(C1)Cl)CC1=CC=CC=C1)=O)=O (4-(1-benzyl-5-chloro-2-oxo-3-pyridinyl)-N-[(1,1-dimethylethoxy)carbonyl]-L-phenylalanine methyl ester). The yield is 52.4%. Reaction SMILES: [CH2:1]([N:8]1[CH:13]=[C:12]([Cl:14])[CH:11]=[C:10](Br)[C:9]1=[O:16])[C:2]1[CH:7]=[CH:6][CH:5]=[CH:4][CH:3]=1.[CH3:17][O:18][C:19](=[O:49])[C@H:20]([CH2:29][C:30]1[CH:35]=[CH:34][C:33]([Sn](CCCC)(CCCC)CCCC)=[CH:32][CH:31]=1)[NH:21][C:22]([O:24][C:25]([CH3:28])([CH3:27])[CH3:26])=[O:23]>CN(C=O)C.ClCCl.Cl[Pd](Cl)([P](C1C=CC=CC=1)(C1C=CC=CC=1)C1C=CC=CC=1)[P](C1C=CC=CC=1)(C1C=CC=CC=1)C1C=CC=CC=1>[CH3:17][O:18][C:19](=[O:49])[C@H:20]([CH2:29][C:30]1[CH:31]=[CH:32][C:33]([C:10]2[C:9](=[O:16])[N:8]([CH2:1][C:2]3[CH:7]=[CH:6][CH:5]=[CH:4][CH:3]=3)[CH:13]=[C:12]([Cl:14])[CH:11]=2)=[CH:34][CH:35]=1)[NH:21][C:22]([O:24][C:25]([CH3:28])([CH3:26])[CH3:27])=[O:23] |^1:60,79|. Procedure: A solution of 1-benzyl-3-bromo-5-chloro-2-pyridone (296 mg, 0.98 mmol) and N-[(1,1-dimethylethoxy)carbonyl]-4-[(tributyl)stannyl]-L-phenylalanine methyl ester (560 mg, 0.99 mmol) in DMF (15 mL) was deoxygenated by alternately freezing the mixture in a liquid nitrogen bath under vacuum and thawing under argon (3×). Bis(triphenylphosphine)palladium dichloride (80 mg, 0.11 mmol) was added and the mixture was heated to 90° C. for 4 hr as the mixture turned dark. An additional 60 mg of the catalyst w... Reactants: O (water), C(CCCCCCC)=O (octanal), di-N-butyl amine, C(C)(=O)O (acetic acid). The solvent is C=O (formaldehyde). Reaction conditions: temperature 50 celsius. The product is C=C(C=O)CCCCCC (2-methylene octanal). Reaction SMILES: [C:1](O)(=O)C.O.[CH:6](=[O:14])[CH2:7][CH2:8][CH2:9][CH2:10][CH2:11][CH2:12][CH3:13]>C=O>[CH2:1]=[C:7]([CH2:8][CH2:9][CH2:10][CH2:11][CH2:12][CH3:13])[CH:6]=[O:14]. Reported procedure: A 5-liter flask fitted with an overhead stirrer and condenser was charged with di-N-butyl amine (61 g, 0.47 mol) and acetic acid (56 g, 0.9 mol). Roughly 900 ml of 37% formaldehyde solution in water (351 g formaldehyde, 11.7 mol) was then added and the resulting solution was heated to 50° C. with stirring. After this temperature was reached octanal (1000 g, 7.0 mol) was fed in over about 2 h. A slight exotherm was noticed during the feed. Monitoring by GC showed the consumption of octanal and th... Starting materials: FC(F)(F)c1ccccc1Br, CN(C=O)c1ccccc1, [Mg], O=S(=O)(O)O. The product is O=Cc1ccccc1C(F)(F)F. As a reaction SMILES: [Br:2][c:3]1[c:4]([C:9]([F:10])([F:11])[F:12])[cH:5][cH:6][cH:7][cH:8]1.[CH3:13][N:14]([c:15]1[cH:16][cH:17][cH:18][cH:19][cH:20]1)[CH:21]=[O:22].[Mg:1].[S:23](=[O:24])(=[O:25])([OH:26])[OH:27]>>[c:3]1([CH:21]=[O:22])[c:4]([C:9]([F:10])([F:11])[F:12])[cH:5][cH:6][cH:7][cH:8]1.